From a dataset of the Open Reaction Database (ORD), a public repository of structured organic reaction records. describe an organic reaction: reactants, conditions, products, and yield Reactants: C(CC)S(=O)(=O)Cl (n-propane sulfonyl chloride), NNC(=O)NN (carbohydrazide), C([O-])(O)=O.[Na+] (sodium bicarbonate). Run in C(C)O (ethanol). Reaction conditions: temperature 80 celsius. Product: C(CC)S(=O)(=O)NNC(=O)NNS(=O)(=O)CCC (1,5-bis(n-propanesulfony) carbohydrazide). RXN SMILES: [CH2:1]([S:4](Cl)(=[O:6])=[O:5])[CH2:2][CH3:3].[NH2:8][NH:9][C:10]([NH:12][NH2:13])=[O:11].C(=O)(O)[O-].[Na+]>C(O)C>[CH2:1]([S:4]([NH:8][NH:9][C:10]([NH:12][NH:13][S:4]([CH2:1][CH2:2][CH3:3])(=[O:6])=[O:5])=[O:11])(=[O:6])=[O:5])[CH2:2][CH3:3] |f:2.3|. Procedure details: Into a 1-liter reaction flask was charged 29.5 g (0.2 mole) n-propane sulfonyl chloride, 200 ml ethanol, 9 g (0.1 mole) carbohydrazide and 16.8 g (0.2 mole) sodium bicarbonate. The mix was stirred and heated gradually to 80° C over a one hour period and was then allowed to reflux for four hours. The separated sodium chloride was filtered off (hot). The filtrate was cooled whereupon the crystalline product separated (17 g) m.p. 191°-194° C. The reactants are O (Water), C1=CC=C2CCCN3C2=C1C1=C3CCNC1 (5,6,8,9,10,11-Hexahydro-4H-pyrido[3′,4′:4,5]pyrrolo[3,2,1-ij]quinoline), [OH-].[Na+] (NaOH), [BH3-]C#N.[Na+] (NaCNBH3). Run in C(=O)(C(F)(F)F)O (TFA). Conditions: temperature 0 celsius, time 2 hour. Yields the product C1=CC=C2CCCN3C2=C1[C@@H]1[C@H]3CCNC1 ((±)-cis-5,6,7a,8,9,10,11,11a-octahydro-4H-pyrido[3′,4′:4,5]pyrrolo[3,2,1-ij]quinoline). Isolated yield 68.4%. Reaction SMILES: [CH:1]1[C:10]2[C:11]3[CH2:16][NH:15][CH2:14][CH2:13][C:12]=3[N:8]3[C:9]=2[C:4]([CH2:5][CH2:6][CH2:7]3)=[CH:3][CH:2]=1.[BH3-]C#N.[Na+].[OH-].[Na+].O>C(O)(C(F)(F)F)=O>[CH:1]1[C:10]2[C@H:11]3[CH2:16][NH:15][CH2:14][CH2:13][C@H:12]3[N:8]3[C:9]=2[C:4]([CH2:5][CH2:6][CH2:7]3)=[CH:3][CH:2]=1 |f:1.2,3.4|. Reported procedure: 5,6,8,9,10,11-Hexahydro-4H-pyrido[3′,4′:4,5]pyrrolo[3,2,1-ij]quinoline (2.84 g, 11.4 mmol) was dissolved in TFA (35 mL). The reaction was cooled to 0° C. NaCNBH3 (2.15 g, 34.27 mmol) was added in small portions over 30 min, keeping the temperature less than 5° C. The reaction was stirred at 0° C. for 2 h. Ice was added to the reaction flask, and the reaction was basified with 50% NaOH until pH=14. Water (20 mL) was added to dissolve the precipitate. The reaction was extracted with CHCl3 (3×20 mL... The reactants are CNC1CCCCC1 (N-methylcyclohexanamine), C(=O)(Cl)Cl (phosgene), Cl.CN1CCN(CC1)C1=NC(=NC(=C1)C1=CC=C2CCNCC2=C1)N (4-(4-methylpiperazin-1-yl)-6-(1,2,3,4-tetrahydroisoquinolin-7-yl)pyrimidin-2-amine HCl salt). Product: NC1=NC(=CC(=N1)C1=CC=C2CCN(CC2=C1)C(=O)N(C)C1CCCCC1)N1CCN(CC1)C (7-[2-Amino-6-(4-methylpiperazin-1-yl)pyrimidin-4-yl]-N-cyclohexyl-N-methyl-3,4-dihydroisoquinoline-2(1H)-carboxamide). RXN SMILES: [CH3:1][NH:2][CH:3]1[CH2:8][CH2:7][CH2:6][CH2:5][CH2:4]1.[C:9](Cl)(Cl)=[O:10].Cl.[CH3:14][N:15]1[CH2:20][CH2:19][N:18]([C:21]2[CH:26]=[C:25]([C:27]3[CH:36]=[C:35]4[C:30]([CH2:31][CH2:32][NH:33][CH2:34]4)=[CH:29][CH:28]=3)[N:24]=[C:23]([NH2:37])[N:22]=2)[CH2:17][CH2:16]1>>[NH2:37][C:23]1[N:24]=[C:25]([C:27]2[CH:36]=[C:35]3[C:30]([CH2:31][CH2:32][N:33]([C:9]([N:2]([CH:3]4[CH2:8][CH2:7][CH2:6][CH2:5][CH2:4]4)[CH3:1])=[O:10])[CH2:34]3)=[CH:29][CH:28]=2)[CH:26]=[C:21]([N:18]2[CH2:17][CH2:16][N:15]([CH3:14])[CH2:20][CH2:19]2)[N:22]=1 |f:2.3|. Procedure details: This compound was prepared by using procedures analogous to those described for the synthesis of Example 40 starting from N-methylcyclohexanamine (Aldrich, Cat. #103322), phosgene and 4-(4-methylpiperazin-1-yl)-6-(1,2,3,4-tetrahydroisoquinolin-7-yl)pyrimidin-2-amine HCl salt. Analytic LCMS (M+H)+: m/z=464.5. Reactants: O=C(Cl)COCc1ccccc1, CCOC(C)=O, Cc1c(C#N)c(N)c(O)c(F)c1-c1ccccc1, [Na+], C1CCOC1, O=C([O-])O. The product is Cc1c(C#N)c(NC(=O)COCc2ccccc2)c(O)c(F)c1-c1ccccc1. Reaction SMILES: [CH2:1]([c:2]1[cH:3][cH:4][cH:5][cH:6][cH:7]1)[O:8][CH2:9][C:10](=[O:11])[Cl:12].[CH3:41][CH2:42][O:43][C:44](=[O:45])[CH3:46].[NH2:18][c:19]1[c:20]([C:21]#[N:22])[c:23]([CH3:35])[c:24](-[c:29]2[cH:30][cH:31][cH:32][cH:33][cH:34]2)[c:25]([F:28])[c:26]1[OH:27].[Na+:36].[O:13]1[CH2:14][CH2:15][CH2:16][CH2:17]1.[OH:37][C:38](=[O:39])[O-:40]>>[CH2:1]([c:2]1[cH:3][cH:4][cH:5][cH:6][cH:7]1)[O:8][CH2:9][C:10](=[O:11])[NH:18][c:19]1[c:20]([C:21]#[N:22])[c:23]([CH3:35])[c:24](-[c:29]2[cH:30][cH:31][cH:32][cH:33][cH:34]2)[c:25]([F:28])[c:26]1[OH:27]. Reactants: COC1OC(COCc2ccc(Cl)cc2)C(OCc2ccccc2)C(OCc2ccccc2)C1O[Si](C)(C)C(C)(C)C, CNc1ccccc1, CC(C)(C)[O-], [Na+], CC(=O)[O-], CC(=O)[O-], [Pd+2]. Product: COC1OC(CO)C(OCc2ccccc2)C(OCc2ccccc2)C1O[Si](C)(C)C(C)(C)C. Reaction SMILES: [CH2:1]([c:2]1[cH:3][cH:4][cH:5][cH:6][cH:7]1)[O:8][CH:9]1[CH:10]([O:35][Si:36]([CH3:37])([CH3:38])[C:39]([CH3:40])([CH3:41])[CH3:42])[CH:11]([O:12][CH3:13])[O:14][CH:15]([CH2:25][O:26][CH2:27][c:28]2[cH:29][cH:30][c:31]([Cl:32])[cH:33][cH:34]2)[CH:16]1[O:17][CH2:18][c:19]1[cH:20][cH:21][cH:22][cH:23][cH:24]1.[CH3:43][NH:44][c:45]1[cH:46][cH:47][cH:48][cH:49][cH:50]1.[CH3:51][C:52]([CH3:53])([O-:54])[CH3:55].[Na+:56].[O-:58][C:59]([CH3:60])=[O:61].[O-:62][C:63]([CH3:64])=[O:65].[Pd+2:57]>>[CH2:1]([c:2]1[cH:3][cH:4][cH:5][cH:6][cH:7]1)[O:8][CH:9]1[CH:10]([O:35][Si:36]([CH3:37])([CH3:38])[C:39]([CH3:40])([CH3:41])[CH3:42])[CH:11]([O:12][CH3:13])[O:14][CH:15]([CH2:25][OH:26])[CH:16]1[O:17][CH2:18][c:19]1[cH:20][cH:21][cH:22][cH:23][cH:24]1. Reactants: COC(CNC1=CC=C(C=C1)OCCN(C)C)OC ((2,2-dimethoxyethyl)-[4-(2-dimethylaminoethoxy)phenyl]amine), FC(C(=O)O)(F)F (trifluoroacetic acid), C(=O)(N1C=NC=C1)N1C=NC=C1 (Carbonyldiimidazole), C1(=C(C=CC=C1)OC1=CC=C(C=C1)N)C (4-o-tolyloxyphenylamine). The solvent is CN(C=O)C (dimethylformamide), C(C)(=O)OCC (ethyl acetate). Run at temperature 80 celsius, time 30 minute. The product is CN(CCOC1=CC=C(C=C1)N1C(N(C=C1)C1=CC=C(C=C1)OC1=C(C=CC=C1)C)=O)C (1-[4-(2-Dimethylaminoethoxy)phenyl]-3-(4-o-tolyloxyphenyl)-1,3-dihydroimidazol-2-one). RXN SMILES: [C:1](N1C=CN=C1)(N1C=CN=C1)=[O:2].[C:13]1([CH3:27])[CH:18]=[CH:17][CH:16]=[CH:15][C:14]=1[O:19][C:20]1[CH:25]=[CH:24][C:23]([NH2:26])=[CH:22][CH:21]=1.CO[CH:30](OC)[CH2:31][NH:32][C:33]1[CH:38]=[CH:37][C:36]([O:39][CH2:40][CH2:41][N:42]([CH3:44])[CH3:43])=[CH:35][CH:34]=1.FC(F)(F)C(O)=O>CN(C)C=O.C(OCC)(=O)C>[CH3:44][N:42]([CH3:43])[CH2:41][CH2:40][O:39][C:36]1[CH:35]=[CH:34][C:33]([N:32]2[CH:31]=[CH:30][N:26]([C:23]3[CH:22]=[CH:21][C:20]([O:19][C:14]4[CH:15]=[CH:16][CH:17]=[CH:18][C:13]=4[CH3:27])=[CH:25][CH:24]=3)[C:1]2=[O:2])=[CH:38][CH:37]=1. Reported procedure: Carbonyldiimidazole (40 mg) was added to a solution of 4-o-tolyloxyphenylamine (50 mg) in dimethylformamide (2 mL) at 0° C. After 30 minutes, (2,2-dimethoxyethyl)-[4-(2-dimethylaminoethoxy)phenyl]amine (67 mg) was added, and the mixture was heated at 80° C. for 2 hours. After cooling to room temperature, trifluoroacetic acid (0.5 mL) was added and the mixture was left to stand for 72 hours. The reaction solution was diluted with ethyl acetate and washed with saturated sodium bicarbonate solution...